Dataset: the Open Reaction Database (ORD), a public repository of structured organic reaction records. Task: describe an organic reaction: reactants, conditions, products, and yield Reactants: O (water), C([O-])([O-])=O.[Cs+].[Cs+] (Cesium carbonate), O1C(=NN=C1)C1=CC=C(C=C1)O (4-(1,3,4)-oxadiazol-2-yl-phenol), N1=CC(=CC=C1)CC[C@H]1OC(OC=C1)=O ((4R)-4-[2-(pyridin-3-yl)ethyl]-1,3-dioxin-2-one). Run in CN(C=O)C (dimethylformamide). Run at temperature 90 celsius. Product: O1C(=NN=C1)C1=CC=C(OC[C@@H](CCC=2C=NC=CC2)O)C=C1 ((2R)-1-(4-[1,3,4]-Oxadiazol-2-ylphenoxy)-4-pyridin-3-yl-butan-2-ol). The yield is 18.3%. RXN SMILES: C(=O)([O-])[O-].[Cs+].[Cs+].[O:7]1[CH:11]=[N:10][N:9]=[C:8]1[C:12]1[CH:17]=[CH:16][C:15]([OH:18])=[CH:14][CH:13]=1.[N:19]1[CH:24]=[CH:23][CH:22]=[C:21]([CH2:25][CH2:26][C@@H:27]2[CH:32]=COC(=O)[O:28]2)[CH:20]=1.O>CN(C)C=O>[O:7]1[CH:11]=[N:10][N:9]=[C:8]1[C:12]1[CH:17]=[CH:16][C:15]([O:18][CH2:32][C@H:27]([OH:28])[CH2:26][CH2:25][C:21]2[CH:20]=[N:19][CH:24]=[CH:23][CH:22]=2)=[CH:14][CH:13]=1 |f:0.1.2|. Procedure: Cesium carbonate (0.72 g) and 4-(1,3,4)-oxadiazol-2-yl-phenol (0.54 g) were added to a solution of (4R)-4-[2-(pyridin-3-yl)ethyl]-1,3-dioxin-2-one (1.20 g, Example 14a)) in dry dimethylformamide (75 ml) and heated at 90° C. for 14 hours. After cooling, the reaction mixture was poured into water (50 ml) and extracted three times with ethyl acetate. The combined organic phases were extracted twice with 2M hydrochloric acid. The combined aqueous extracts were basified by dropwise addition of 2M aqu... Reactants: ClC=1C=C2C(C(=O)OC2=O)=CC1 (4-chlorophthalic anhydride), C(C(C)C)N (isobutylamine), C1(=CC=C(C=C1)S(=O)(=O)O)C (para-toluenesulfonic acid). Run in C1(=CC=CC=C1)C (toluene), C([O-])(O)=O.[Na+] (sodium bicarbonate). Run at temperature 140 celsius. Product: ClC=1C=C2C(C(=O)N(C2=O)CC(C)C)=CC1 (4-chloro-N-isobutylphthalimide). Reaction SMILES: [Cl:1][C:2]1[CH:3]=[C:4]2[C:9](=[O:10])[O:8][C:6](=O)[C:5]2=[CH:11][CH:12]=1.[CH2:13]([NH2:17])[CH:14]([CH3:16])[CH3:15].C1(C)C=CC(S(O)(=O)=O)=CC=1>C1(C)C=CC=CC=1.C(=O)(O)[O-].[Na+]>[Cl:1][C:2]1[CH:3]=[C:4]2[C:9](=[O:10])[N:17]([CH2:13][CH:14]([CH3:16])[CH3:15])[C:6](=[O:8])[C:5]2=[CH:11][CH:12]=1 |f:4.5|. Reported procedure: 4-Chloro-N-isobutylphthalimide is prepared as described in Example 2, starting with 10 g of 4-chlorophthalic anhydride, 5.4 cm3 of isobutylamine and a catalytic amount of para-toluenesulfonic acid in 100 cm3 of toluene. The reaction mixture is heated at a temperature in the region of 140° C. for 16 hours and is then cooled to a temperature in the region of 20° C. The reaction mixture is taken up in 100 cm3 of saturated aqueous sodium bicarbonate solution and the aqueous phase is extracted twice ... Starting materials: Cl (hydrochloric acid), C(C)OC(C=C(CCCC(COCC1=CC=CC=C1)C)C)=O (Ethyl-8-benzyloxy-3,7-dimethyl-2-octenoate), [H-].[Al+3].[Li+].[H-].[H-].[H-] (lithium aluminum hydride). The solvent is CCOCC (ether), CCOCC (ether), CCOCC (ether). Conditions: temperature 0 celsius, time 4 hour. Product: C(C1=CC=CC=C1)OCC(CCCC(=CCO)C)C (8-Benzyloxy-3,7-dimethyl-2-octenol). As a reaction SMILES: C([O:3][C:4](=O)[CH:5]=[C:6]([CH3:21])[CH2:7][CH2:8][CH2:9][CH:10]([CH3:20])[CH2:11][O:12][CH2:13][C:14]1[CH:19]=[CH:18][CH:17]=[CH:16][CH:15]=1)C.[H-].[Al+3].[Li+].[H-].[H-].[H-].Cl>CCOCC>[CH2:13]([O:12][CH2:11][CH:10]([CH3:20])[CH2:9][CH2:8][CH2:7][C:6]([CH3:21])=[CH:5][CH2:4][OH:3])[C:14]1[CH:19]=[CH:18][CH:17]=[CH:16][CH:15]=1 |f:1.2.3.4.5.6|. Reported procedure: Ethyl-8-benzyloxy-3,7-dimethyl-2-octenoate (94.6 g, 0.31 M) in ether (1.4 l) is added to a slurry of lithium aluminum hydride (47.3 g, 1.25 M) in ether (3.3 l) at 0° C. and the reaction mixture is allowed to stir at 0° C. for 4 hours. Wet ether (750 ml) is added slowly and the mixture is acidified with 1N hydrochloric acid. The organic phase is separated, the aqueous phase is extracted with ether and the combined organic extracts are washed with brine and dried (Na2SO4). The solvent is removed i... Reactants: C(=O)[C@H]1CN(C[C@@H]1C1=CC(=CC=C1)F)[C@@H](C(=O)OCC1=CC=C(C=C1)OC)CC1CC1 (2-(R)-(3-(R)-formyl-4-(S)-(3-fluorophenyl)pyrrolidin-1-yl)-3-(cyclopropyl)propanoic acid, 4-(methoxy)benzyl ester), FC1=CC=C(C=C1)CCCC1CCNCC1 (4-(3-(4-fluorophenyl)propyl)-piperidine), Cl (HCl). Yields the product FC1=CC=C(C=C1)CCCC1CCN(CC1)C[C@H]1CN(C[C@@H]1C1=CC(=CC=C1)F)[C@@H](C(=O)O)CC1CC1 (2-(R)-(3-(S)-((4-(3-(4-Fluorophenyl)propyl)piperidin-1-yl)methyl)-4-(S)-(3-fluorophenyl)pyrrolidin-1-yl)-3-(cyclopropyl)propanoic acid). Yield: 111.9%. As a reaction SMILES: [CH:1]([C@@H:3]1[C@@H:7]([C:8]2[CH:13]=[CH:12][CH:11]=[C:10]([F:14])[CH:9]=2)[CH2:6][N:5]([C@H:15]([CH2:28][CH:29]2[CH2:31][CH2:30]2)[C:16]([O:18]CC2C=CC(OC)=CC=2)=[O:17])[CH2:4]1)=O.[F:32][C:33]1[CH:38]=[CH:37][C:36]([CH2:39][CH2:40][CH2:41][CH:42]2[CH2:47][CH2:46][NH:45][CH2:44][CH2:43]2)=[CH:35][CH:34]=1.Cl>>[F:32][C:33]1[CH:34]=[CH:35][C:36]([CH2:39][CH2:40][CH2:41][CH:42]2[CH2:43][CH2:44][N:45]([CH2:1][C@@H:3]3[C@@H:7]([C:8]4[CH:13]=[CH:12][CH:11]=[C:10]([F:14])[CH:9]=4)[CH2:6][N:5]([C@H:15]([CH2:28][CH:29]4[CH2:31][CH2:30]4)[C:16]([OH:18])=[O:17])[CH2:4]3)[CH2:46][CH2:47]2)=[CH:37][CH:38]=1. Procedure: The title compound was prepared from 33.5 mg (0.07 mmol) of 2-(R)-(3-(R)-formyl-4-(S)-(3-fluorophenyl)pyrrolidin-1-yl)-3-(cyclopropyl)propanoic acid, 4-(methoxy)benzyl ester (from EXAMPLE 21, Step E) and 20.5 mg (0.07 mmol) of 4-(3-(4-fluorophenyl)propyl)-piperidine.HCl (from EXAMPLE 96, Step B) using a procedure analogous to that described in EXAMPLE 1, Step J to provide 40 mg (80%) of the title compound: RF: 0.47 (1:1 v/v hexanes/EtOAc); 1H NMR (300 MHz) δ 0.01-0.07 (m, 2H), 0.34-0.47 (m, 2H),... The reactants are OCC1C(C1)C1=C(C(=C(C(=O)OCC)C=C1F)F)F (ethyl 4-(2-hydroxymethylcyclopropyl)-2,3,5trifluorobenzoate), CS(=O)(=O)Cl (methanesulfonyl chloride), [K] (potassium), CN(C(=O)[O-])C(=O)OC(C)(C)C (tert-butyl methyliminodicarboxylate), Cl (hydrochloric acid), Cl (hydrochloric acid). Solvent: O (water), C(C)(=O)OCC (ethyl acetate), C(Cl)Cl (methylene chloride), C(C)N(CC)CC (triethylamine), CN(C=O)C (N,N-dimethylformamide), O (water). Reaction conditions: time 2 hour. The product is C(C)(C)(C)OC(=O)N(C(=O)OC)CC1C(C1)C1=C(C(=C(C(=O)OCC)C=C1F)F)F (ethyl 4-[2-(N-tert-butoxycarbonyl-N-methoxycarbonylaminomethyl)cyclopropyl]-2,3,5-trifluorobenzoate). Isolated yield 82.9%. As a reaction SMILES: O[CH2:2][CH:3]1[CH2:5][CH:4]1[C:6]1[C:16]([F:17])=[CH:15][C:9]([C:10]([O:12][CH2:13][CH3:14])=[O:11])=[C:8]([F:18])[C:7]=1[F:19].[CH3:20]S(Cl)(=O)=O.Cl.[K].C[N:28]([C:32]([O:34][C:35]([CH3:38])([CH3:37])[CH3:36])=[O:33])[C:29]([O-:31])=[O:30]>C(Cl)Cl.CN(C)C=O.O.C(OCC)(=O)C.C(N(CC)CC)C>[C:35]([O:34][C:32]([N:28]([CH2:2][CH:3]1[CH2:5][CH:4]1[C:6]1[C:16]([F:17])=[CH:15][C:9]([C:10]([O:12][CH2:13][CH3:14])=[O:11])=[C:8]([F:18])[C:7]=1[F:19])[C:29]([O:31][CH3:20])=[O:30])=[O:33])([CH3:38])([CH3:37])[CH3:36] |^1:25|. Reported procedure: In 60 ml of methylene chloride was dissolved 4.00 g of ethyl 4-(2-hydroxymethylcyclopropyl)-2,3,5trifluorobenzoate. To the resulting solution were added 1.62 g of triethylamine and 1.84 g of methanesulfonyl chloride in this order with ice-cooling. The resulting mixture was stirred at room temperature for 2 hours, and 60 ml of water was added to the reaction mixture. The resulting mixture was adjusted to pH 1 with 2N hydrochloric acid. The organic layer was separated, washed with water, a saturat...